Dataset: the Open Reaction Database (ORD), a public repository of structured organic reaction records. Task: describe an organic reaction: reactants, conditions, products, and yield Reactants: FC1=C(C(=CC=C1)F)CCN (2-(2,6-difluorophenyl)ethylamine), N1=C(C=CC=C1)NC(=S)N1C=NC=C1 (1-[(2-pyridyl)thiocarbamoyl]imidazole), C(C)(=O)OCC (ethyl acetate). Solvent: CN(C=O)C (N,N-dimethylformamide). Yields the product FC1=C(C(=CC=C1)F)CCNC(=S)NC1=NC=CC=C1 (N-[2-(2,6-difluorophenyl)ethyl]-N'-(2-pyridyl)thiourea). Yield: 10.1%. RXN SMILES: [F:1][C:2]1[CH:7]=[CH:6][CH:5]=[C:4]([F:8])[C:3]=1[CH2:9][CH2:10][NH2:11].[N:12]1[CH:17]=[CH:16][CH:15]=[CH:14][C:13]=1[NH:18][C:19](N1C=CN=C1)=[S:20].C(OCC)(=O)C>CN(C)C=O>[F:1][C:2]1[CH:7]=[CH:6][CH:5]=[C:4]([F:8])[C:3]=1[CH2:9][CH2:10][NH:11][C:19]([NH:18][C:13]1[CH:14]=[CH:15][CH:16]=[CH:17][N:12]=1)=[S:20]. Procedure details: A solution of 2-(2,6-difluorophenyl)ethylamine (0.43 g, 2.7 mmol) and 1-[(2-pyridyl)thiocarbamoyl]imidazole (0.55 g, 2.7 mmol) in N,N-dimethylformamide (20 mL) was stirred at 90° C. for 27 h. The reaction was cooled to room temperature, poured into ethyl acetate, washed with water, 1N aqueous HCl, water, saturated sodium bicarbonate, and brine. The organic layer was concentrated and the resultant oil was purified by chromatography on silica gel to provide 0.08 g (10%) of the titled product as a ... Starting materials: C(C1=CC=CC=C1)N1CC=2C=CC=C(C2C1)C(=O)O (2-benzylisoindoline-4-carboxylic acid), S(=O)(Cl)Cl (thionyl chloride), CN(C)C=O (DMF). Product: C(C1=CC=CC=C1)N1CC=2C=CC=C(C2C1)C(=O)N (2-benzylisoindoline-4-carboxamide). RXN SMILES: [CH2:1]([N:8]1[CH2:16][C:15]2[C:14]([C:17]([OH:19])=O)=[CH:13][CH:12]=[CH:11][C:10]=2[CH2:9]1)[C:2]1[CH:7]=[CH:6][CH:5]=[CH:4][CH:3]=1.S(Cl)(Cl)=O.C[N:25](C=O)C>>[CH2:1]([N:8]1[CH2:16][C:15]2[C:14]([C:17]([NH2:25])=[O:19])=[CH:13][CH:12]=[CH:11][C:10]=2[CH2:9]1)[C:2]1[CH:7]=[CH:6][CH:5]=[CH:4][CH:3]=1. Reported procedure: A mixture of 35.0 g of 2-benzylisoindoline-4-carboxylic acid, 150 ml of thionyl chloride, and 1 ml of DMF was heated under reflux for 10 hours. After cooling, the reaction mixture was concentrated to the extent that the acid chloride crystals does not deposit. To the concentrate was added dropwise 28% aqueous ammonia under ice cooling and stirring After stirring for 3 hours crystals produced was collected by filtration and washed with water. The crystals were dissolved in chloroform, washed with... The reactants are Cl (hydrochloric acid), CC1([C@@H]([C@@H]1\C=C/C(OCC1=CC=CC=C1)=O)C(=O)Cl)C ((1R,cis) 2,2-dimethyl-3-[(Z) 3-oxo-3-benzyloxy-1-propenyl]-cyclopropane-carboxylic acid chloride), CC1([C@@H]([C@@H]1\C=C/C(=O)OCC(F)(F)F)C(=O)O[C@@H](C1=CC(=CC=C1)OC1=CC=CC=C1)C#N)C ((S)α-cyano-3-phenoxy-benzyl (1R,cis) 2,2-dimethyl-3-[(Z) 3-(2,2,2trifluoroethoxy)-3-oxo-1-propenyl]-cyclopropane-carboxylate), C1=CC=CC=C1 (benzene). Run in O (water), N1=CC=CC=C1 (pyridine). Run at time 6 hour. Product: CC1([C@@H]([C@@H]1\C=C/C(OCC1=CC=CC=C1)=O)C(=O)OC1C(=C(C(C1)=O)CC=C)C)C (2-methyl-4-oxo-3-(2propenyl)-2-cyclopenten-1-yl (1R,cis) 2,2-dimethyl-3-[(Z) 3-oxo-3-benzyloxy-1-propenyl]-cyclopropane-carboxylate). RXN SMILES: [CH3:1][C:2]1([CH3:20])[C@@H:4](/[CH:5]=[CH:6]\[C:7](=[O:16])[O:8][CH2:9][C:10]2[CH:15]=[CH:14][CH:13]=[CH:12][CH:11]=2)[C@H:3]1[C:17](Cl)=[O:18].CC1(C)[C@@H](/C=C\C(OCC(F)(F)F)=O)[C@H]1C([O:37][C@H:38]([C:52]#N)[C:39]1[CH:44]=[CH:43][CH:42]=[C:41]([O:45]C2C=CC=CC=2)[CH:40]=1)=O.[CH:55]1C=CC=CC=1.Cl>O.N1C=CC=CC=1>[CH3:1][C:2]1([CH3:20])[C@@H:4](/[CH:5]=[CH:6]\[C:7](=[O:16])[O:8][CH2:9][C:10]2[CH:15]=[CH:14][CH:13]=[CH:12][CH:11]=2)[C@H:3]1[C:17]([O:45][CH:41]1[CH2:52][C:38](=[O:37])[C:39]([CH2:44][CH:43]=[CH2:42])=[C:40]1[CH3:55])=[O:18]. Reported procedure: 1 g of (1R,cis) 2,2-dimethyl-3-[(Z) 3-oxo-3-benzyloxy-1-propenyl]-cyclopropane-carboxylic acid chloride was added to a mixture of 450 mg of (S) 3-(2-propenyl)-1-hydroxy-2-methyl-4-oxo-cyclopent-2-en-1-yl, 20 ml of benzene and 0.6 ml of pyridine and the mixture was stirred for 6 hours and was then poured into a mixture of iced water and N hydrochloric acid. The mixture was extracted with benzene and the combined benzene phases was washed with water, dried and evaporated to dryness. The 1.5 g of r... Reactants: COC(C(C)(C)N)=O (2-amino-2-methyl-propionic acid methyl ester), C(C)(C)N(C(C)C)CC (N,N-diisopropyl-ethyl-amine), ClCC(=O)O (chloro acetic acid). The solvent is C1CCOC1 (THF). Run at time 0.5 hour. Product: COC(C(C)(C)NC(CCl)=O)=O (2-(2-chloro-acetylamino)-2-methyl-propionic acid methyl ester). Reaction SMILES: [Cl:1][CH2:2][C:3](O)=[O:4].[CH3:6][O:7][C:8](=[O:13])[C:9]([NH2:12])([CH3:11])[CH3:10].C(N(CC)C(C)C)(C)C>C1COCC1>[CH3:6][O:7][C:8](=[O:13])[C:9]([NH:12][C:3](=[O:4])[CH2:2][Cl:1])([CH3:11])[CH3:10]. Procedure: To a solution of 0.95 g chloro acetic acid in 20 ml of dry THF 1.78 g N,N′-carbonyl-diimidazole were added. After 0.5 h at room temperature and under argon atmosphere 1.69 g 2-amino-2-methyl-propionic acid methyl ester and 1.29 g N,N-diisopropyl-ethyl-amine were added and it was stirred for 3 h. Then the solvent was evaporated, the residue taken up in ethyl acetate and washed with 2 M hydrochloric acid, water and sat. aqueous sodium hydrogen carbonate solution. The combined organic fractions wer...